From a dataset of the Open Reaction Database (ORD), a public repository of structured organic reaction records. describe an organic reaction: reactants, conditions, products, and yield Reactants: CCOC(=O)/N=N/C(=O)OCC (DEAD), C(C)(C)(C)OC(=O)N1CCN(CC1)C=1C(=NC=CN1)OCCO (2-[3-(4-tert-butoxycarbonyl-1-piperazinyl)-2-pyrazinyloxy]ethanol), OC1=CC=CC2=NSN=C21 (4-hydroxy-2,1,3-benzothiadiazole), 0, C1=CC=C(C=C1)P(C2=CC=CC=C2)C3=CC=CC=C3 (PPh3). Yields the product N=1SN=C2C1C=CC=C2OCCOC=2C(=NC=CN2)N2CCN(CC2)C(=O)OC(C)(C)C (tert-Butyl 4-{3-[2-(2,1,3-benzothiadiazol-4-yloxy)ethoxy]-2-pyrazinyl}-1-piperazinecarboxylate). The yield is 12.0%. As a reaction SMILES: CCOC(/N=N/C(OCC)=O)=O.[C:13]([O:17][C:18]([N:20]1[CH2:25][CH2:24][N:23]([C:26]2[C:27]([O:32][CH2:33][CH2:34][OH:35])=[N:28][CH:29]=[CH:30][N:31]=2)[CH2:22][CH2:21]1)=[O:19])([CH3:16])([CH3:15])[CH3:14].O[C:37]1[C:45]2[C:41](=[N:42][S:43][N:44]=2)[CH:40]=[CH:39][CH:38]=1.C1C=CC(P(C2C=CC=CC=2)C2C=CC=CC=2)=CC=1>>[N:42]1[S:43][N:44]=[C:45]2[C:37]([O:35][CH2:34][CH2:33][O:32][C:27]3[C:26]([N:23]4[CH2:24][CH2:25][N:20]([C:18]([O:17][C:13]([CH3:16])([CH3:15])[CH3:14])=[O:19])[CH2:21][CH2:22]4)=[N:31][CH:30]=[CH:29][N:28]=3)=[CH:38][CH:39]=[CH:40][C:41]=12. Procedure details: DEAD (0.52 mL, 3.3 mmol) was added to a slurry of 2-[3-(4-tert-butoxycarbonyl-1-piperazinyl)-2-pyrazinyloxy]ethanol (1.00 g, 3.08 mmol; prepared in Example 52, Step 2), 4-hydroxy-2,1,3-benzothiadiazole* (0 46 g, 3.0 mmol) and resin bound PPh3 (1.1 g. 3.3 mmol) and shaken until HPLC showed no starting material The mixture was filtered to remove the resin, concentrated and purified by column chromatography on silica to give 0.163 g (12%) of the title compound. Pos-EI-MS shows M+ and 11 ions suppor... Starting materials: O (water), CSSC (Dimethyl disulfide), N(=O)OC(C)(C)C (tert-butyl nitrite), NC1=NN(C(=C1Cl)C1=C(C=C(C=C1Cl)C(F)(F)F)Cl)C (3-amino-4-chloro-5-(2,6-dichloro-4-trifluoromethylphenyl)-1-methylpyrazole). Solvent: C(Cl)Cl (methylene chloride). Run at temperature 0 celsius, time 30 minute. Yields the product ClC=1C(=NN(C1C1=C(C=C(C=C1Cl)C(F)(F)F)Cl)C)SC (4-chloro-5-(2,6-dichloro-4-trifluoromethylphenyl)-3-methylthio-1-methylpyrazole), oil. As a reaction SMILES: CS[S:3][CH3:4].N(OC(C)(C)C)=O.N[C:13]1[C:17]([Cl:18])=[C:16]([C:19]2[C:24]([Cl:25])=[CH:23][C:22]([C:26]([F:29])([F:28])[F:27])=[CH:21][C:20]=2[Cl:30])[N:15]([CH3:31])[N:14]=1.O>C(Cl)Cl>[Cl:18][C:17]1[C:13]([S:3][CH3:4])=[N:14][N:15]([CH3:31])[C:16]=1[C:19]1[C:24]([Cl:25])=[CH:23][C:22]([C:26]([F:28])([F:27])[F:29])=[CH:21][C:20]=1[Cl:30]. Procedure: Dimethyl disulfide (0.14 ml) and 0.2 ml of tert-butyl nitrite were added dropwise to a solution of 0.2 g of 3-amino-4-chloro-5-(2,6-dichloro-4-trifluoromethylphenyl)-1-methylpyrazole (18) in 5 ml of dry methylene chloride with ice cooling. The mixture was stirred at 0° C. for 30 minutes and thereafter poured into water, followed by extraction with chloroform. The organic layer was washed with brine and dried over magnesium sulfate, and the solvent was distilled off under reduced pressure. The re...